Dataset: the Open Reaction Database (ORD), a public repository of structured organic reaction records. Task: describe an organic reaction: reactants, conditions, products, and yield Starting materials: CS(C)=O, Nc1cc(Cl)ncn1, [H-], [Na+], Oc1ccc2[nH]ccc2c1. The product is Nc1cc(Oc2ccc3[nH]ccc3c2)ncn1. RXN SMILES: [CH3:21][S:22](=[O:23])[CH3:24].[Cl:13][c:14]1[cH:15][c:16]([NH2:20])[n:17][cH:18][n:19]1.[H-:1].[Na+:2].[OH:3][c:4]1[cH:5][c:6]2[cH:7][cH:8][nH:9][c:10]2[cH:11][cH:12]1>>[O:3]([c:4]1[cH:5][c:6]2[cH:7][cH:8][nH:9][c:10]2[cH:11][cH:12]1)[c:14]1[cH:15][c:16]([NH2:20])[n:17][cH:18][n:19]1.